describe an organic reaction: reactants, conditions, products, and yield From a dataset of the Open Reaction Database (ORD), a public repository of structured organic reaction records. Starting materials: C(=NS(=O)(=O)Cl)=O (N-Chlorosulfonyl isocyanate), C(C)(C)(C)[Si](OC1=CC(=C(C(=C1)C(C)C)O)C(C)C)(C)C (4-(tert-butyl-dimethyl-silanyloxy)-2,6-diisopropylphenol). Run in C1(=CC=CC=C1)C (toluene). Run at time 8 hour. Product: S(N)(OC1=C(C=C(C=C1C(C)C)O[Si](C)(C)C(C)(C)C)C(C)C)(=O)=O (4-(tert-butyl-dimethyl-silanyloxy)-2,6-diisopropylphenyl sulfamate). The yield is 41.6%. RXN SMILES: C(=O)=[N:2][S:3](Cl)(=[O:5])=[O:4].[C:8]([Si:12]([CH3:28])([CH3:27])[O:13][C:14]1[CH:19]=[C:18]([CH:20]([CH3:22])[CH3:21])[C:17]([OH:23])=[C:16]([CH:24]([CH3:26])[CH3:25])[CH:15]=1)([CH3:11])([CH3:10])[CH3:9]>C1(C)C=CC=CC=1>[S:3](=[O:4])(=[O:5])([O:23][C:17]1[C:16]([CH:24]([CH3:26])[CH3:25])=[CH:15][C:14]([O:13][Si:12]([C:8]([CH3:9])([CH3:11])[CH3:10])([CH3:27])[CH3:28])=[CH:19][C:18]=1[CH:20]([CH3:22])[CH3:21])[NH2:2]. Reported procedure: N-Chlorosulfonyl isocyanate (3.43 mL, 39.4 mmol) was added to a warm solution of 4-(tert-butyl-dimethyl-silanyloxy)-2,6-diisopropylphenol (11.59 g, 37.6 mmol) in 400 mL toluene. The resulting solution was heated to reflux for 6 hours and then cooled to room temperature and stirred overnight. The reaction was concentrated in vacuo, and the residue was quenched with ice water and extracted with dichloromethane. The organic layer was dried over magnesium sulfate, filtered, and concentrated to give ... Reactants: COCOCc1ccc(Cn2nc(C(C)(C)C)cc2COc2ccccc2)cc1, CO, Cl, O. Product: CC(C)(C)c1cc(COc2ccccc2)n(Cc2ccc(CO)cc2)n1. As a reaction SMILES: [C:1]([CH3:2])([CH3:3])([CH3:4])[c:5]1[n:6][n:7]([CH2:18][c:19]2[cH:20][cH:21][c:22]([CH2:25][O:26][CH2:27][O:28][CH3:29])[cH:23][cH:24]2)[c:8]([CH2:10][O:11][c:12]2[cH:13][cH:14][cH:15][cH:16][cH:17]2)[cH:9]1.[CH3:31][OH:32].[ClH:30].[OH2:33]>>[C:1]([CH3:2])([CH3:3])([CH3:4])[c:5]1[n:6][n:7]([CH2:18][c:19]2[cH:20][cH:21][c:22]([CH2:25][OH:26])[cH:23][cH:24]2)[c:8]([CH2:10][O:11][c:12]2[cH:13][cH:14][cH:15][cH:16][cH:17]2)[cH:9]1. The reactants are [Br-], CC(C)(C)NC(=O)CBr, CCCC[N+](CCCC)(CCCC)CCCC, Cc1ccccc1, CCOC(C)=O, [Na+], CC(C)(C)OC(=O)NC1CN(C2CCCCC2)c2ccccc2NC1=O, [OH-], O. Yields the product CC(C)(C)NC(=O)CN1C(=O)C(NC(=O)OC(C)(C)C)CN(C2CCCCC2)c2ccccc21. As a reaction SMILES: [Br-:46].[C:27]([CH3:28])([CH3:29])([CH3:30])[NH:31][C:32]([CH2:33][Br:34])=[O:35].[CH2:47]([N+:48]([CH2:49][CH2:50][CH2:51][CH3:52])([CH2:53][CH2:54][CH2:55][CH3:56])[CH2:57][CH2:58][CH2:59][CH3:60])[CH2:61][CH2:62][CH3:63].[CH3:39][c:40]1[cH:41][cH:42][cH:43][cH:44][cH:45]1.[CH3:64][CH2:65][O:66][C:67](=[O:68])[CH3:69].[Na+:37].[O:1]=[C:2]1[CH:3]([NH:19][C:20](=[O:21])[O:22][C:23]([CH3:24])([CH3:25])[CH3:26])[CH2:4][N:5]([CH:13]2[CH2:14][CH2:15][CH2:16][CH2:17][CH2:18]2)[c:6]2[c:7]([cH:9][cH:10][cH:11][cH:12]2)[NH:8]1.[OH-:36].[OH2:38]>>[O:1]=[C:2]1[CH:3]([NH:19][C:20](=[O:21])[O:22][C:23]([CH3:24])([CH3:25])[CH3:26])[CH2:4][N:5]([CH:13]2[CH2:14][CH2:15][CH2:16][CH2:17][CH2:18]2)[c:6]2[c:7]([cH:9][cH:10][cH:11][cH:12]2)[N:8]1[CH2:33][C:32]([NH:31][C:27]([CH3:28])([CH3:29])[CH3:30])=[O:35]. The product is [N-]=[N+]=NC1CCCCc2ccccc2NC1=O. Reaction SMILES: [Br:1][CH:2]1[C:3](=[O:15])[NH:4][c:5]2[c:6]([cH:11][cH:12][cH:13][cH:14]2)[CH2:7][CH2:8][CH2:9][CH2:10]1.[CH3:20][S:21]([CH3:22])=[O:23].[N-:17]=[N+:18]=[N-:19].[Na+:16]>>[CH:2]1([N:17]=[N+:18]=[N-:19])[C:3](=[O:15])[NH:4][c:5]2[c:6]([cH:11][cH:12][cH:13][cH:14]2)[CH2:7][CH2:8][CH2:9][CH2:10]1. Reactants: O=C1Nc2ccccc2CCCCC1Br, CS(C)=O, [N-]=[N+]=[N-], [Na+]. Yield: 45.7%. The reactants are C(C)N1N=CC(=C1C(=O)OCC)F (ethyl 1-ethyl-4-fluoro-1H-pyrazole-5-carboxylate), Cl (hydrochloric acid). Reported procedure: To a solution of ethyl 1-ethyl-4-fluoro-1H-pyrazole-5-carboxylate (67 mg) in 1,4-dioxane (3 ml) was added 2M hydrochloric acid (2 ml) was added and the mixture was heated at reflux under nitrogen for 120 h. The mixture was cooled to room temperature and the solvent was removed in vacuo. Toluene (15 ml) was added and the solvent was removed in vacuo to give a solid that was dried in a vacuum oven overnight to give the title compound (26 mg) as a brown solid. Reaction SMILES: [CH2:1]([N:3]1[C:7]([C:8]([O:10]CC)=[O:9])=[C:6]([F:13])[CH:5]=[N:4]1)[CH3:2].Cl>O1CCOCC1>[CH2:1]([N:3]1[C:7]([C:8]([OH:10])=[O:9])=[C:6]([F:13])[CH:5]=[N:4]1)[CH3:2]. The product is C(C)N1N=CC(=C1C(=O)O)F (1-Ethyl-4-fluoro-1H-pyrazole-5-carboxylic acid). Run in O1CCOCC1 (1,4-dioxane). The reactants are C(CCC)[Sn](C=1SC=CN1)(CCCC)CCCC (2-(tributylstannyl)thiazole), O1NCC=C1 (Racemic dihydroisoxazole), BrC1=CC=C(C=N1)O (6-bromopyridin-3-ol). The reagents and catalysts are C=1C=CC(=CC1)[P](C=2C=CC=CC2)(C=3C=CC=CC3)[Pd]([P](C=4C=CC=CC4)(C=5C=CC=CC5)C=6C=CC=CC6)([P](C=7C=CC=CC7)(C=8C=CC=CC8)C=9C=CC=CC9)[P](C=1C=CC=CC1)(C=1C=CC=CC1)C=1C=CC=CC1 (palladium tetrakis). The solvent is O1CCOCC1 (dioxane). Product: N1=CC(=CC=C1)OC1=NOCC1 (3-(pyridin-3-yloxy)-4,5-dihydroisoxazole), S1C=NC=C1 (racemic thiazole). As a reaction SMILES: [O:1]1[CH:5]=[CH:4][CH2:3][NH:2]1.Br[C:7]1[N:12]=[CH:11][C:10]([OH:13])=[CH:9][CH:8]=1.C([Sn](CCCC)(CCCC)[C:19]1[S:20][CH:21]=[CH:22][N:23]=1)CCC>O1CCOCC1.C1C=CC([P]([Pd]([P](C2C=CC=CC=2)(C2C=CC=CC=2)C2C=CC=CC=2)([P](C2C=CC=CC=2)(C2C=CC=CC=2)C2C=CC=CC=2)[P](C2C=CC=CC=2)(C2C=CC=CC=2)C2C=CC=CC=2)(C2C=CC=CC=2)C2C=CC=CC=2)=CC=1>[N:12]1[CH:7]=[CH:8][CH:9]=[C:10]([O:13][C:3]2[CH2:4][CH2:5][O:1][N:2]=2)[CH:11]=1.[S:20]1[CH:21]=[CH:22][N:23]=[CH:19]1 |^1:41,43,62,81|. Reported procedure: 3-(pyridin-3-yloxy)-4,5-dihydroisoxazole I-162a and I-162b were prepared according to the following procedure: Racemic dihydroisoxazole I-161 was prepared in 1 step from compound I-14 and 6-bromopyridin-3-ol using Method 5. Compound I-161 placed in a microwave vial and then dissolved in dioxane (0.02 M). 2-(tributylstannyl)thiazole and palladium tetrakis were added and the reaction was purged with Argon. At this point the reaction was heated in the microwave reactor for 20 min after which there ...